Dataset: the Open Reaction Database (ORD), a public repository of structured organic reaction records. Task: describe an organic reaction: reactants, conditions, products, and yield The reactants are ClC1=CC=C(C=C1)C1(N=C(N(C1(C)C1=CC=C(C=C1)Cl)C(=O)Cl)C1=C(C=C(C=C1)C(C(C)=O)(C)C)OCC)C (rac-(4S*,5R*)-4,5-bis-(4-chloro-phenyl)-2-[4-(1,1-dimethyl-2-oxo-propyl)-2-ethoxy-phenyl]-4,5-dimethyl-4,5-dihydro-imidazole-1-carbonyl chloride), Cl.Cl.O=S1(CCC(CC1)N1CCNCC1)=O (1-(1,1-dioxo-tetrahydro-2H-thiopyran-4-yl)-piperazine dihydrochloride). The product is ClC1=CC=C(C=C1)[C@@]1(N=C(N([C@]1(C)C1=CC=C(C=C1)Cl)C(=O)N1CCN(CC1)C1CCS(CC1)(=O)=O)C1=C(C=C(C=C1)C(C(C)=O)(C)C)OCC)C (3-(4-{(4S,5R)-4,5-Bis-(4-chloro-phenyl)-1-[4-(1,1-dioxo-tetrahydro-2H-thiopyran-4-yl)-piperazine-1-carbonyl]-4,5-dimethyl-4,5-dihydro-1H-imidazol-2-yl}-3-ethoxy-phenyl)-3-methyl-butan-2-one). As a reaction SMILES: [Cl:1][C:2]1[CH:7]=[CH:6][C:5]([C:8]2([CH3:39])[C:12]([C:14]3[CH:19]=[CH:18][C:17]([Cl:20])=[CH:16][CH:15]=3)([CH3:13])[N:11]([C:21](Cl)=[O:22])[C:10]([C:24]3[CH:29]=[CH:28][C:27]([C:30]([CH3:35])([CH3:34])[C:31](=[O:33])[CH3:32])=[CH:26][C:25]=3[O:36][CH2:37][CH3:38])=[N:9]2)=[CH:4][CH:3]=1.Cl.Cl.[O:42]=[S:43]1(=[O:55])[CH2:48][CH2:47][CH:46]([N:49]2[CH2:54][CH2:53][NH:52][CH2:51][CH2:50]2)[CH2:45][CH2:44]1>>[Cl:1][C:2]1[CH:7]=[CH:6][C:5]([C@@:8]2([CH3:39])[C@:12]([C:14]3[CH:15]=[CH:16][C:17]([Cl:20])=[CH:18][CH:19]=3)([CH3:13])[N:11]([C:21]([N:52]3[CH2:53][CH2:54][N:49]([CH:46]4[CH2:45][CH2:44][S:43](=[O:42])(=[O:55])[CH2:48][CH2:47]4)[CH2:50][CH2:51]3)=[O:22])[C:10]([C:24]3[CH:29]=[CH:28][C:27]([C:30]([CH3:35])([CH3:34])[C:31](=[O:33])[CH3:32])=[CH:26][C:25]=3[O:36][CH2:37][CH3:38])=[N:9]2)=[CH:4][CH:3]=1 |f:1.2.3|. Procedure details: In a manner analogous to the method described in example 5, rac-(4S*,5R*)-4,5-bis-(4-chloro-phenyl)-2-[4-(1,1-dimethyl-2-oxo-propyl)-2-ethoxy-phenyl]-4,5-dimethyl-4,5-dihydro-imidazole-1-carbonyl chloride was reacted with 1-(1,1-dioxo-tetrahydro-2H-thiopyran-4-yl)-piperazine dihydrochloride (example 22) to give the title product as a racemic mixture. The enantiomers were then separated by supercritical fluid chromatography (Berger Instrument Multi-Gram II, Daicel ChiralPak OD-H 3×25 cm, 35° C. a... Starting materials: O (water), Cl (hydrochloric acid), O[C@H](C1=CC=CC=C1)[C@H](CC(C)C)NC(=O)OC(=O)C1OC1 ([1-(S)-[α-(R)-hydroxybenzyl]-3-methylbutyl carbamoyl]oxirane-2-carboxylate), [OH-].[K+].C(C)O (potassium hydroxide ethanol), C(C)O (ethanol). Conditions: time 4 hour. Yields the product O[C@H](C1=CC=CC=C1)[C@H](CC(C)C)NC(=O)[C@@H]1[C@H](O1)C(=O)O ((2S,3S)-3-[[1-(S)-[α-(R)-hydroxybenzyl]-3-methylbutyl]-carbamoyl]oxirane-2-carboxylic acid), product. The yield is 96.0%. As a reaction SMILES: [OH:1][C@@H:2]([C@@H:9]([NH:14][C:15]([O:17]C(C1CO1)=O)=O)[CH2:10][CH:11]([CH3:13])[CH3:12])[C:3]1[CH:8]=[CH:7][CH:6]=[CH:5][CH:4]=1.[OH-:23].[K+].[CH2:25]([OH:27])[CH3:26].O.Cl.[CH2:30]([OH:32])C>>[OH:1][C@@H:2]([C@@H:9]([NH:14][C:15]([C@H:26]1[O:27][C@@H:25]1[C:30]([OH:32])=[O:23])=[O:17])[CH2:10][CH:11]([CH3:12])[CH3:13])[C:3]1[CH:4]=[CH:5][CH:6]=[CH:7][CH:8]=1 |f:1.2.3|. Procedure: To a solution of ethyl (2S,3S)-3-[[1-(S)-[α-(R)-hydroxybenzyl]-3-methylbutyl carbamoyl]oxirane-2-carboxylate (558 mg, 1.66 mmol.) in ethanol (4 mL) was dropwise added 0.5N potassium hydroxide/ethanol solution (4.0 mL, 2.0 mmol.) under chilling with ice The mixture was stirred for 4 hours at room temperature, and made acidic to reach pH 1-2 by addition of water (40 m) and 2N hydrochloric acid (approx. 2 mL). The acidic mixture was extracted with three portions of ethyl acetate. The three extracts... Reactants: ClC=1C=CC2=C(C(=NCC(=N2)NN=C(CCCN2CCOCC2)C(=O)O)C2=CC=CC=C2)C1 (7-chloro-2-[(1-carboxy-4-morpholinobutylidene)hydrazino]-5-phenyl-3H-1,4-benzodiazepine), [N+](=[N-])=C (diazomethane). Yields the product ClC=1C=CC2=C(C(=NCC(=N2)NN=C(CCCN2CCOCC2)C(=O)OC)C2=CC=CC=C2)C1 (7-chloro-2-[[1-(methoxycarbonyl)-4-morpholinobutylidene]hydrazino]-5-phenyl-3H-1,4-benzodiazepine). RXN SMILES: [Cl:1][C:2]1[CH:3]=[CH:4][C:5]2[N:11]=[C:10]([NH:12][N:13]=[C:14]([C:24]([OH:26])=[O:25])[CH2:15][CH2:16][CH2:17][N:18]3[CH2:23][CH2:22][O:21][CH2:20][CH2:19]3)[CH2:9][N:8]=[C:7]([C:27]3[CH:32]=[CH:31][CH:30]=[CH:29][CH:28]=3)[C:6]=2[CH:33]=1.[N+](=[CH2:36])=[N-]>>[Cl:1][C:2]1[CH:3]=[CH:4][C:5]2[N:11]=[C:10]([NH:12][N:13]=[C:14]([C:24]([O:26][CH3:36])=[O:25])[CH2:15][CH2:16][CH2:17][N:18]3[CH2:23][CH2:22][O:21][CH2:20][CH2:19]3)[CH2:9][N:8]=[C:7]([C:27]3[CH:32]=[CH:31][CH:30]=[CH:29][CH:28]=3)[C:6]=2[CH:33]=1. Procedure: In the manner given in Example 14, 7-chloro-2-[(1-carboxy-4-morpholinobutylidene)hydrazino]-5-phenyl-3H-1,4-benzodiazepine can be treated with ethereal diazomethane to give 7-chloro-2-[[1-(methoxycarbonyl)-4-morpholinobutylidene]hydrazino]-5-phenyl-3H-1,4-benzodiazepine. Starting materials: [Na+], NC(=O)NC(CC1CCCC1=O)C(=O)O, [OH-], O. Yields the product NC(CC1CCCC1=O)C(=O)O. As a reaction SMILES: [Na+:17].[O:1]=[C:2]1[CH:3]([CH2:7][CH:8]([C:9](=[O:10])[OH:11])[NH:12][C:13]([NH2:14])=[O:15])[CH2:4][CH2:5][CH2:6]1.[OH-:16].[OH2:18]>>[O:1]=[C:2]1[CH:3]([CH2:7][CH:8]([C:9](=[O:10])[OH:11])[NH2:12])[CH2:4][CH2:5][CH2:6]1. Starting materials: N(=O)[O-].[Na+] (sodium nitrite), CC1=NC=CC=C1OC1=CC=C(N=N1)C(=O)NN (6-(2-methylpyridin-3-yloxy)-pyridazine-3-carboxylic acid hydrazide), C([O-])([O-])=O.[K+].[K+] (potassium carbonate). Run in O (water), Cl (hydrochloric acid), O (water). The product is CC1=NC=CC=C1OC1=CC=C(N=N1)C(=O)N=[N+]=[N-] (6-(2-Methylpyridin-3-yloxy)-pyridazine-3-carbonyl azide). Isolated yield 50.9%. As a reaction SMILES: [CH3:1][C:2]1[C:7]([O:8][C:9]2[N:14]=[N:13][C:12]([C:15]([NH:17][NH2:18])=[O:16])=[CH:11][CH:10]=2)=[CH:6][CH:5]=[CH:4][N:3]=1.[N:19]([O-])=O.[Na+].C(=O)([O-])[O-].[K+].[K+]>Cl.O>[CH3:1][C:2]1[C:7]([O:8][C:9]2[N:14]=[N:13][C:12]([C:15]([N:17]=[N+:18]=[N-:19])=[O:16])=[CH:11][CH:10]=2)=[CH:6][CH:5]=[CH:4][N:3]=1 |f:1.2,3.4.5|. Procedure: A solution of 6-(2-methylpyridin-3-yloxy)-pyridazine-3-carboxylic acid hydrazide (D12) (0.62 g, 2.53 mmol) in conc. hydrochloric acid (9 ml) and water (7.5 ml) cooled to 0° C. in an ice-bath was treated with a solution of sodium nitrite (0.18 g, 2.53 mmol) in water (1.5 ml) dropwise keeping the temperature below 5° C. After 10 minutes saturated potassium carbonate was added until basic. The precipitate was filtered off, washed with water and air dried to give a cream solid (0.33 g, 51%).